From a dataset of the Open Reaction Database (ORD), a public repository of structured organic reaction records. describe an organic reaction: reactants, conditions, products, and yield Starting materials: C(C)(C)(C)O (terbutanol), C(Cl)Cl (methylene chloride), C(#N)C1=C(C=C(C=C1)N1C(N(C(C1=O)(C)C)CCCC(=O)O)=O)C(F)(F)F (3-(4-cyano 3-trifluoromethyl-phenyl) 5,5-dimethyl 2,4-dioxo 1-imidazolidine butanoic acid). Reagents/catalysts: CN(C1=CC=NC=C1)C (4-dimethylamino-pyridine). The solvent is CC(=O)C (acetone). Yields the product C1(CCCCC1)N=C=NC1CCCCC1 (dicyclohexylcarbodiimide), expected product. As a reaction SMILES: C([C:3]1[CH:8]=[CH:7][C:6]([N:9]2C(=O)C(C)(C)[N:11]([CH2:17][CH2:18][CH2:19][C:20](O)=O)[C:10]2=O)=[CH:5][C:4]=1C(F)(F)F)#N.[C:28](O)(C)(C)[CH3:29].C(Cl)Cl>CN(C)C1C=CN=CC=1.CC(C)=O>[CH:17]1([N:11]=[C:10]=[N:9][CH:6]2[CH2:5][CH2:4][CH2:3][CH2:8][CH2:7]2)[CH2:18][CH2:19][CH2:20][CH2:29][CH2:28]1. Procedure: By carrying out the esterification of the product of Example 62, with terbutanol in the presence of dicyclohexylcarbodiimide and 4-dimethylamino-pyridine as in Example 60, the expected product melting at 96°-97° C. with a Rf=0.32 (eluant: methylene chloride--acetone (98-2)) was obtained. Starting materials: [H-].[Na+] (Sodium hydride), C(C)I (Ethyl iodide), CN(C)C=O (DMF), COC=1C=CC2=C(N(C(CC(N2)=O)=O)C)C1 (8-Methoxy-1-methyl-1,5-dihydrobenzo[b][1,4]diazepine-2,4-dione). Run in O (Water). Reaction conditions: temperature 0 celsius. Product: C(C)N1C2=C(N(C(CC1=O)=O)C)C=C(C=C2)OC (1-ethyl-7-methoxy-5-methyl-1,5-dihydrobenzo[b][1,4]diazepine-2,4-dione). Yield: 76.7%. RXN SMILES: [H-].[Na+].CN(C=O)C.[CH3:8][O:9][C:10]1[CH:11]=[CH:12][C:13]2[NH:19][C:18](=[O:20])[CH2:17][C:16](=[O:21])[N:15]([CH3:22])[C:14]=2[CH:23]=1.[CH2:24](I)[CH3:25]>O>[CH2:24]([N:19]1[C:18](=[O:20])[CH2:17][C:16](=[O:21])[N:15]([CH3:22])[C:14]2[CH:23]=[C:10]([O:9][CH3:8])[CH:11]=[CH:12][C:13]1=2)[CH3:25] |f:0.1|. Procedure details: Sodium hydride (60% in oil, 44 mg) was suspended in of DMF (8 ml), and was cooled to 0° C. in an ice water bath. 8-Methoxy-1-methyl-1,5-dihydrobenzo[b][1,4]diazepine-2,4-dione (220 mg) was added thereto at the same temperature, and the mixture was stirred at 0° C. for an hour. Ethyl iodide (187 mg) was added thereto, and the mixture was stirred at room temperature overnight. Water was added to the reaction liquid, followed by extraction by ethyl acetate. The organic layer was dried over sodium s... Reactants: O=C1CCC(=O)N1Br, COC(=O)c1nccnc1N, CC#N. The product is COC(=O)c1nc(Br)cnc1N. As a reaction SMILES: [Br:12][N:13]1[C:14](=[O:15])[CH2:16][CH2:17][C:18]1=[O:19].[CH3:1][O:2][C:3](=[O:4])[c:5]1[n:6][cH:7][cH:8][n:9][c:10]1[NH2:11].[CH3:20][C:21]#[N:22]>>[CH3:1][O:2][C:3](=[O:4])[c:5]1[n:6][c:7]([Br:12])[cH:8][n:9][c:10]1[NH2:11]. The product is CCOC(=O)C1(COc2cnc(-c3ccc(Cl)cc3)nc2)CCN(C(=O)c2ccc(F)cc2)C1. Reaction SMILES: [CH2:15]([CH3:16])[O:17][C:18](=[O:19])[C:20]1([CH2:34][I:35])[CH2:21][N:22]([C:25]([c:26]2[cH:27][cH:28][c:29]([F:32])[cH:30][cH:31]2)=[O:33])[CH2:23][CH2:24]1.[Cl:1][c:2]1[cH:3][cH:4][c:5](-[c:8]2[n:9][cH:10][c:11]([OH:14])[cH:12][n:13]2)[cH:6][cH:7]1>>[Cl:1][c:2]1[cH:3][cH:4][c:5](-[c:8]2[n:9][cH:10][c:11]([O:14][CH2:34][C:20]3([C:18]([O:17][CH2:15][CH3:16])=[O:19])[CH2:21][N:22]([C:25]([c:26]4[cH:27][cH:28][c:29]([F:32])[cH:30][cH:31]4)=[O:33])[CH2:23][CH2:24]3)[cH:12][n:13]2)[cH:6][cH:7]1. Reactants: CCOC(=O)C1(CI)CCN(C(=O)c2ccc(F)cc2)C1, Oc1cnc(-c2ccc(Cl)cc2)nc1. Reactants: ClC=1NS(C2=C(N1)C=C(C(=C2)OC)OC)(=O)=O (3-Chloro-6,7-dimethoxy-2H-benzo[1,2,4]thiadiazine-1,1-dioxide), COC=1C=C2CCNCC2=CC1OC (6,7-dimethoxy-1,2,3,4-tetrahydroisoquinoline). Run in COC(C)O (methoxyethanol). Product: COC=1C=C2CCN(CC2=CC1OC)C=1NS(C2=C(N1)C=C(C(=C2)OC)OC)(=O)=O (3-(6,7-dimethoxy-3,4-dihydro-1H-isoquinolin-2-yl)-6,7-dimethoxy-2H-benzo[1,2,4]thiadiazine-1,1-dioxide). Isolated yield 50.3%. As a reaction SMILES: Cl[C:2]1[NH:3][S:4](=[O:17])(=[O:16])[C:5]2[CH:11]=[C:10]([O:12][CH3:13])[C:9]([O:14][CH3:15])=[CH:8][C:6]=2[N:7]=1.[CH3:18][O:19][C:20]1[CH:21]=[C:22]2[C:27](=[CH:28][C:29]=1[O:30][CH3:31])[CH2:26][NH:25][CH2:24][CH2:23]2>COC(O)C>[CH3:18][O:19][C:20]1[CH:21]=[C:22]2[C:27](=[CH:28][C:29]=1[O:30][CH3:31])[CH2:26][N:25]([C:2]1[NH:3][S:4](=[O:17])(=[O:16])[C:5]3[CH:11]=[C:10]([O:12][CH3:13])[C:9]([O:14][CH3:15])=[CH:8][C:6]=3[N:7]=1)[CH2:24][CH2:23]2. Procedure details: 3-Chloro-6,7-dimethoxy-2H-benzo[1,2,4]thiadiazine-1,1-dioxide 1a (154 mg, 0.55 mmol) and 6,7-dimethoxy-1,2,3,4-tetrahydroisoquinoline 2a (wherein R1 and R4 are hydrogen, and R2 and R3 are methoxy) (138 mg, 0.6 mmol) were dissolved in 20 ml of methoxyethanol and heated at reflux for 72 h. The solvent was removed under reduced pressure. The gummy residue was triturated with isopropanol and the resulting crystals filtered. Recrystallization from dichloromethane afforded 120 mg of 3-(6,7-dimethoxy-3...